This data is from the Open Reaction Database (ORD), a public repository of structured organic reaction records. The task is: describe an organic reaction: reactants, conditions, products, and yield Starting materials: 21.9, Cl.N1(CCCCC1)C=1SCC(N1)=N (2-piperidino-4-imino-2-thiazoline hydrochloride), N=C1NC(C2=CC=CC=C12)=N (1,3-diiminoisoindoline), resultant mixture. The solvent is CO (methyl alcohol). Reaction conditions: temperature 0 celsius. The product is 27, Cl.N=C1NC(C2=CC=CC=C12)=C1C(N=C(S1)N1CCCCC1)=N (1-imino-3-(2-piperidino-4-imino-2-thiazolin-5-ylidene)isoindoline hydrochloride). RXN SMILES: [ClH:1].[N:2]1([C:8]2[S:9][CH2:10][C:11](=[NH:13])[N:12]=2)[CH2:7][CH2:6][CH2:5][CH2:4][CH2:3]1.[NH:14]=[C:15]1[C:23]2[C:18](=[CH:19][CH:20]=[CH:21][CH:22]=2)[C:17](=N)[NH:16]1>CO>[ClH:1].[NH:14]=[C:15]1[C:23]2[C:18](=[CH:19][CH:20]=[CH:21][CH:22]=2)[C:17](=[C:10]2[S:9][C:8]([N:2]3[CH2:3][CH2:4][CH2:5][CH2:6][CH2:7]3)=[N:12][C:11]2=[NH:13])[NH:16]1 |f:0.1,4.5|. Procedure: To a solution of 21.9 parts of 2parts of 2-piperidino-4-imino-2-thiazoline hydrochloride in 240 parts of methyl alcohol there was added 14.5 parts of 1,3-diiminoisoindoline. The resultant mixture was heated at reflux for 6 hours, then chilled to 0° C. and filtered. The collected solid was washed with methyl alcohol and dried at 50° C. to obtain 27 parts of 1-imino-3-(2-piperidino-4-imino-2-thiazolin-5-ylidene)isoindoline hydrochloride melting at 320°-321° C. (dec). The assigned chemical structur...